Task: describe an organic reaction: reactants, conditions, products, and yield. Dataset: the Open Reaction Database (ORD), a public repository of structured organic reaction records Product: OCC1COC2(CCCCC2)OCC1 (9-hydroxymethyl-7, 12-dioxaspiro[5,6]dodecane). Conditions: temperature 10 celsius. Solvent: CO (methanol). The reactants are C(=O)C1COC2(CCCCC2)OCC1 (9-formyl-7, 12-dioxaspiro[5,6]dodecane), formula IV, [BH4-].[Na+] (NaBH4). Reported procedure: To a solution of 9-formyl-7, 12-dioxaspiro[5,6]dodecane of formula IV (5 g) in methanol (15 ml) was added in small portions NaBH4 (0.5 g) while stirring the solution and maintaining the temperature at 10° C. After complete addition, the reaction mixture was stirred for 3 hr at 20° C. The product residue obtained after evaporation of methanol was treated with water (20 ml), extracted into ether and dried over K2CO3. Evaporation of ether gave 9-hydroxymethyl-7, 12-dioxaspiro[5,6]dodecane of formul... Reaction SMILES: [CH:1]([CH:3]1[CH2:14][CH2:13][O:12][C:6]2([CH2:11][CH2:10][CH2:9][CH2:8][CH2:7]2)[O:5][CH2:4]1)=[O:2].[BH4-].[Na+]>CO>[OH:2][CH2:1][CH:3]1[CH2:14][CH2:13][O:12][C:6]2([CH2:7][CH2:8][CH2:9][CH2:10][CH2:11]2)[O:5][CH2:4]1 |f:1.2|. The reactants are BrC1=C(CO[Si](C)(C)C(C)(C)C)C=C(C=C1)I ((2-bromo-5-iodobenzyloxy)-(tert-butyl)dimethylsilane), C(C)(C)[Mg]Cl.[Cl-].[Li+] (i-propylmagnesium chloride lithium chloride), ClCC(=O)N(C)OC (2-chloro-N-methoxy-N-methyl acetamide). Solvent: O1CCCC1 (tetrahydrofuran), O1CCCC1 (tetrahydrofuran), C(C)(=O)OCC (ethyl acetate). Yields the product BrC1=C(C=C(C=C1)C(CCl)=O)CO[Si](C)(C)C(C)(C)C (1-(4-bromo-3-((tert-butyldimethylsilyloxy)methyl)phenyl)-2-chloroethanone). The yield is 66.5%. As a reaction SMILES: [Br:1][C:2]1[CH:16]=[CH:15][C:14](I)=[CH:13][C:3]=1[CH2:4][O:5][Si:6]([C:9]([CH3:12])([CH3:11])[CH3:10])([CH3:8])[CH3:7].C([Mg]Cl)(C)C.[Cl-].[Li+].[Cl:25][CH2:26][C:27](N(OC)C)=[O:28]>O1CCCC1.C(OCC)(=O)C>[Br:1][C:2]1[CH:16]=[CH:15][C:14]([C:27](=[O:28])[CH2:26][Cl:25])=[CH:13][C:3]=1[CH2:4][O:5][Si:6]([C:9]([CH3:12])([CH3:11])[CH3:10])([CH3:8])[CH3:7] |f:1.2.3|. Procedure details: To a solution of (2-bromo-5-iodobenzyloxy)-(tert-butyl)dimethylsilane (8.7 g, 20.3 mmol) in tetrahydrofuran (135 mL) under argon at −20° C. was added i-propylmagnesium chloride-lithium chloride solution (1.3M in THF, 16.4 mL, 21.3 mmol). After stirring at this temperature for thirty minutes, a solution of 2-chloro-N-methoxy-N-methyl acetamide (3.4 g, 24.3 mmol) in tetrahydrofuran (5 mL) was added to the reaction via cannula. The reaction was stirred at −20° C. for one hour and then warmed to roo... Reactants: CCc1cccc2c3c([nH]c12)C(CC)(CC(=O)O)OCC3, CC(=O)O, CO, O=S(=O)(O)O. The product is CCc1cccc2c3c([nH]c12)C(CC)(CC(=O)O)OCC3. Reaction SMILES: [CH3:1][CH2:2][c:3]1[cH:4][cH:5][cH:6][c:7]2[c:8]3[c:19]([nH:20][c:21]12)[C:12]([CH2:13][CH3:14])([CH2:15][C:16]([OH:17])=[O:18])[O:11][CH2:10][CH2:9]3.[CH3:27][C:28](=[O:29])[OH:30].[CH3:31][OH:32].[S:22](=[O:23])(=[O:24])([OH:25])[OH:26]>>[CH3:1][CH2:2][c:3]1[cH:4][cH:5][cH:6][c:7]2[c:8]3[c:19]([nH:20][c:21]12)[C:12]([CH2:13][CH3:14])([CH2:15][C:16](=[O:17])[OH:18])[O:11][CH2:10][CH2:9]3. Reactants: N(=O)OCCC(C)C (isopentyl nitrite), II (iodine), [I-].[Cs+] (caesium iodide), NC=1C2=C(N=C(N1)C=1C3=C(N(N1)CC1=C(C=CC=C1)F)CCC3)NC(C2(C)C)=O (4-amino-2-[1-(2-fluorobenzyl)-1,4,5,6-tetrahydrocyclopenta[c]pyrazol-3-yl]-5,5-dimethyl-5,7-dihydro-6H-pyrrolo[2,3-d]pyrimidin-6-one). The reagents and catalysts are [Cu]I (copper(I) iodide). The solvent is C(OC)COC (dimethoxyethane). Run at temperature 100 celsius, time 40 minute. The product is FC1=C(CN2N=C(C3=C2CCC3)C=3N=C(C2=C(N3)NC(C2(C)C)=O)I)C=CC=C1 (2-[1-(2-Fluorobenzyl)-1,4,5,6-tetrahydrocyclopenta[c]pyrazol-3-yl]-4-iodo-5,5-dimethyl-5,7-dihydro-6H-pyrrolo[2,3-d]pyrimidin-6-one). Reaction SMILES: N[C:2]1[C:3]2[C:26]([CH3:28])([CH3:27])[C:25](=[O:29])[NH:24][C:4]=2[N:5]=[C:6]([C:8]2[C:9]3[CH2:23][CH2:22][CH2:21][C:10]=3[N:11]([CH2:13][C:14]3[CH:19]=[CH:18][CH:17]=[CH:16][C:15]=3[F:20])[N:12]=2)[N:7]=1.N(OCCC(C)C)=O.[I:38]I.[I-].[Cs+]>C(COC)OC.[Cu]I>[F:20][C:15]1[CH:16]=[CH:17][CH:18]=[CH:19][C:14]=1[CH2:13][N:11]1[C:10]2[CH2:21][CH2:22][CH2:23][C:9]=2[C:8]([C:6]2[N:7]=[C:2]([I:38])[C:3]3[C:26]([CH3:27])([CH3:28])[C:25](=[O:29])[NH:24][C:4]=3[N:5]=2)=[N:12]1 |f:3.4|. Procedure details: 285 mg (0.68 mmol) of 4-amino-2-[1-(2-fluorobenzyl)-1,4,5,6-tetrahydrocyclopenta[c]pyrazol-3-yl]-5,5-dimethyl-5,7-dihydro-6H-pyrrolo[2,3-d]pyrimidin-6-one were initially charged in absolute dimethoxyethane, and 800 mg (6.83 mmol) of isopentyl nitrite, 87 mg (0.34 mmol) of iodine, 39 mg (0.21 mmol) of copper(I) iodide and 177 mg (0.68 mmol) of caesium iodide were added. The mixture was stirred at 100° C. for 40 min. The mixture was concentrated on a rotary evaporator, and the residue was taken up... Reactants: COC=1C=C(C=CC1)C1=CC=C2C(=N1)N(N=N2)CC=2C=C1C=CC=NC1=CC2 (6-((5-(3-Methoxyphenyl)-3H-[1,2,3]triazolo[4,5-b]pyridin-3-yl)methyl)quinoline). Run in ClCCl (dichloromethane), B(Br)(Br)Br (BBr3). Reaction conditions: time 1 hour. Yields the product N1=CC=CC2=CC(=CC=C12)CN1N=NC=2C1=NC(=CC2)C=2C=C(C=CC2)O (3-(3-(quinolin-6-ylmethyl)-3H-[1,2,3]triazolo[4,5-b]pyridin-5-yl)phenol). Yield: 28.4%. Reaction SMILES: C[O:2][C:3]1[CH:4]=[C:5]([C:9]2[N:14]=[C:13]3[N:15]([CH2:18][C:19]4[CH:20]=[C:21]5[C:26](=[CH:27][CH:28]=4)[N:25]=[CH:24][CH:23]=[CH:22]5)[N:16]=[N:17][C:12]3=[CH:11][CH:10]=2)[CH:6]=[CH:7][CH:8]=1>ClCCl.B(Br)(Br)Br>[N:25]1[C:26]2[C:21](=[CH:20][C:19]([CH2:18][N:15]3[C:13]4=[N:14][C:9]([C:5]5[CH:4]=[C:3]([OH:2])[CH:8]=[CH:7][CH:6]=5)=[CH:10][CH:11]=[C:12]4[N:17]=[N:16]3)=[CH:28][CH:27]=2)[CH:22]=[CH:23][CH:24]=1. Procedure details: To a solution of example 2 (0.110 g, 0.299 mmol) in dichloromethane (1 ml), BBr3 (1M in dichloromethane, 0.82 ml) was added at 0° C. and the reaction mixture was warmed to RT and stirred for 1 h. The reaction mixture was quenched with 1.5N HCl solution and extracted with dichloromethane. The organic layer was dried over sodium sulphate and concentrated. The crude product was purified by column chromatography with methanol:dichloromethane to afford the title compound as an off-white solid (0.030 ... Starting materials: CCOc1ccc(CC(N)C(=O)O)cc1, CN=C(NC)N(C)C, CO, CCOC(=O)C(F)(F)F. The product is CCOc1ccc(CC(NC(=O)C(F)(F)F)C(=O)O)cc1. Reaction SMILES: [CH2:1]([CH3:2])[O:3][c:4]1[cH:5][cH:6][c:7]([CH2:8][CH:9]([NH2:10])[C:11](=[O:12])[OH:13])[cH:14][cH:15]1.[CH3:16][NH:17][C:18](=[N:19][CH3:20])[N:21]([CH3:22])[CH3:23].[CH3:33][OH:34].[F:24][C:25]([C:26](=[O:27])[O:28][CH2:29][CH3:30])([F:31])[F:32]>>[CH2:1]([CH3:2])[O:3][c:4]1[cH:5][cH:6][c:7]([CH2:8][CH:9]([NH:10][C:26]([C:25]([F:24])([F:31])[F:32])=[O:27])[C:11](=[O:12])[OH:13])[cH:14][cH:15]1. Reactants: FC1=CC=C(C=C1)C=1C(=NC=NC1N1CCC(CC1)C=1N(C=C(N1)C1=CC(=C(C=C1)F)C(F)(F)F)C)N (5-(4-fluoro-phenyl)-6-{4-[4-(4-fluoro-3-trifluoromethyl-phenyl)-1-methyl-1H-imidazol-2-yl]-piperidin-1-yl}-pyrimidin-4-ylamine), FC1=C(C=CC=C1)B(O)O (2-fluorophenylboronic acid). The product is FC1=C(C=CC=C1)C=1C(=NC=NC1N1CCC(CC1)C=1N(C=C(N1)C1=CC(=C(C=C1)F)C(F)(F)F)C)N (5-(2-Fluorophenyl)-6-{4-[4-(4-fluoro-3-trifluoromethyl-phenyl)-1-methyl-1H-imidazol-2-yl]-piperidin-1-yl}-pyrimidin-4-ylamine). Reaction SMILES: F[C:2]1[CH:7]=[CH:6][C:5]([C:8]2[C:9]([NH2:37])=[N:10][CH:11]=[N:12][C:13]=2[N:14]2[CH2:19][CH2:18][CH:17]([C:20]3[N:21]([CH3:36])[CH:22]=[C:23]([C:25]4[CH:30]=[CH:29][C:28]([F:31])=[C:27]([C:32]([F:35])([F:34])[F:33])[CH:26]=4)[N:24]=3)[CH2:16][CH2:15]2)=[CH:4][CH:3]=1.[F:38]C1C=CC=CC=1B(O)O>>[F:38][C:6]1[CH:7]=[CH:2][CH:3]=[CH:4][C:5]=1[C:8]1[C:9]([NH2:37])=[N:10][CH:11]=[N:12][C:13]=1[N:14]1[CH2:19][CH2:18][CH:17]([C:20]2[N:21]([CH3:36])[CH:22]=[C:23]([C:25]3[CH:30]=[CH:29][C:28]([F:31])=[C:27]([C:32]([F:35])([F:34])[F:33])[CH:26]=3)[N:24]=2)[CH2:16][CH2:15]1. Reported procedure: The title compound was prepared in an analogous manner as 5-(4-fluoro-phenyl)-6-{4-[4-(4-fluoro-3-trifluoromethyl-phenyl)-1-methyl-1H-imidazol-2-yl]-piperidin-1-yl}-pyrimidin-4-ylamine using 2-fluorophenylboronic acid instead of 4-fluorophenylboronic acid. LC-MS: (M+1=515, obsd.=515).